Dataset: the Open Reaction Database (ORD), a public repository of structured organic reaction records. Task: describe an organic reaction: reactants, conditions, products, and yield The reactants are C(CC#N)#N (malononitrile), O.NN (hydrazine hydrate), COC=1C=C(C=CC1)NN=C(C#N)C#N (2-[(3-methoxyphenyl)hydrazono]malononitrile), COC1=CC(=CC=C1)N (m-anisidine), O.NN (hydrazine hydrate). The product is COC=1C=C(C=CC1)NN=C1C(=NN=C1N)N (4-[(3-methoxyphenyl)hydrazono]-4H-pyrazole-3,5-diamine), compound. The yield is 22.0%. RXN SMILES: COC1C=C(N[N:10]=[C:11]([C:14]#[N:15])[C:12]#[N:13])C=CC=1.[CH3:16][O:17][C:18]1[CH:23]=[CH:22][CH:21]=[C:20]([NH2:24])[CH:19]=1.C(#N)CC#N.O.[NH2:31][NH2:32]>>[CH3:16][O:17][C:18]1[CH:19]=[C:20]([NH:24][N:10]=[C:11]2[C:12]([NH2:13])=[N:32][N:31]=[C:14]2[NH2:15])[CH:21]=[CH:22][CH:23]=1 |f:3.4|. Procedure details: 4-[(3-methoxyphenyl)hydrazono]-4H-pyrazole-3,5-diamine was prepared using 100 mg (0.5 mmol) of 2-[(3-methoxyphenyl)hydrazono]malononitrile, which was derived from m-anisidine (112 μL, 1.0 mmol) and malononitrile (1.5 mmol), and hydrazine hydrate. Precipitate formed in the reaction tube approximately 10 minutes after the addition of hydrazine hydrate. The resulting solid was isolated by filtration, recrystallized from ethanol, and dried to yield 25 mg (22%) of the compound as a brownish orange so... The reactants are CC(C=C)(C)OCCCCCCCCCCCCCCCC (1-[(1,1-dimethyl-2-propenyl)oxy]hexadecane), ClC1=CC(=CC=C1)C(=O)OO (m-chloroperbenzoic acid), ClC1=CC(=CC=C1)C(=O)OO (m-chloroperbenzoic acid). Run in C(Cl)Cl (methylene chloride). Reaction conditions: time 8 hour. Yields the product C(CCCCCCCCCCCCCCC)OC(C)(C)C1OC1 ([1-(Hexadecyloxy)-1-methylethyl]oxirane). Isolated yield 93.8%. RXN SMILES: [CH3:1][C:2]([O:6][CH2:7][CH2:8][CH2:9][CH2:10][CH2:11][CH2:12][CH2:13][CH2:14][CH2:15][CH2:16][CH2:17][CH2:18][CH2:19][CH2:20][CH2:21][CH3:22])([CH3:5])[CH:3]=[CH2:4].ClC1C=CC=C(C(OO)=[O:31])C=1>C(Cl)Cl>[CH2:7]([O:6][C:2]([CH:3]1[CH2:4][O:31]1)([CH3:1])[CH3:5])[CH2:8][CH2:9][CH2:10][CH2:11][CH2:12][CH2:13][CH2:14][CH2:15][CH2:16][CH2:17][CH2:18][CH2:19][CH2:20][CH2:21][CH3:22]. Reported procedure: A mixture of 36.5g of 1-[(1,1-dimethyl-2-propenyl)oxy]hexadecane, 23.92 g of m-chloroperbenzoic acid and 225 ml of methylene chloride was stirred overnight. A 7 g portion of m-chloroperbenzoic acid was added, then the mixture was stored in a chill room for 56 hours. This mixture was filtered. The filtrate was washed with dilute aqueous sodium bisulfite, then saturated aqueous sodium bicarbonate, dried and the solvent removed, giving 36 g of the desired compound. The reactants are COC1=CC=C(C=C1)C(C1=CC=CC=C1)(C1=CC=C(C=C1)OC)NC=1OC[C@@H]([C@@](N1)(C)C1=C(C=CC(=C1)Br)F)F ([bis-(4-methoxy-phenyl)-phenyl-methyl]-[(4R,5R)-4-(5-bromo-2-fluoro-phenyl)-5-fluoro-4-methyl-5,6-dihydro-4H-[1,3]oxazin-2-yl]-amine), CC=1C=NNC1 (4-methyl-1H-pyrazole). The product is COC1=CC=C(C=C1)C(C1=CC=CC=C1)(C1=CC=C(C=C1)OC)NC=1OC[C@@H]([C@@](N1)(C)C1=C(C=CC(=C1)N1N=CC(=C1)C)F)F ([Bis-(4-methoxy-phenyl)-phenyl-methyl]-{(4R,5R)-5-fluoro-4-[2-fluoro-5-(4-methyl-pyrazol-1-yl)-phenyl]-4-methyl-5,6-dihydro-4H-[1,3]oxazin-2-yl}-amine). The yield is 28.0%. Reaction SMILES: [CH3:1][O:2][C:3]1[CH:8]=[CH:7][C:6]([C:9]([NH:24][C:25]2[O:26][CH2:27][C@H:28]([F:40])[C@:29]([C:32]3[CH:37]=[C:36](Br)[CH:35]=[CH:34][C:33]=3[F:39])([CH3:31])[N:30]=2)([C:16]2[CH:21]=[CH:20][C:19]([O:22][CH3:23])=[CH:18][CH:17]=2)[C:10]2[CH:15]=[CH:14][CH:13]=[CH:12][CH:11]=2)=[CH:5][CH:4]=1.[CH3:41][C:42]1[CH:43]=[N:44][NH:45][CH:46]=1>>[CH3:1][O:2][C:3]1[CH:8]=[CH:7][C:6]([C:9]([NH:24][C:25]2[O:26][CH2:27][C@H:28]([F:40])[C@:29]([C:32]3[CH:37]=[C:36]([N:44]4[CH:43]=[C:42]([CH3:41])[CH:46]=[N:45]4)[CH:35]=[CH:34][C:33]=3[F:39])([CH3:31])[N:30]=2)([C:16]2[CH:21]=[CH:20][C:19]([O:22][CH3:23])=[CH:18][CH:17]=2)[C:10]2[CH:15]=[CH:14][CH:13]=[CH:12][CH:11]=2)=[CH:5][CH:4]=1. Procedure details: In a manner analogous to that described in Example 3 a), the amination of [bis-(4-methoxy-phenyl)-phenyl-methyl]-[(4R,5R)-4-(5-bromo-2-fluoro-phenyl)-5-fluoro-4-methyl-5,6-dihydro-4H-[1,3]oxazin-2-yl]-amine (intermediate C4.3) with 4-methyl-1H-pyrazole yielded the title compound (28% yield) as a white foam. MS (ISP): m/z=609.2 [M+H]+.